This data is from the Open Reaction Database (ORD), a public repository of structured organic reaction records. The task is: describe an organic reaction: reactants, conditions, products, and yield Starting materials: C1(CC1)N1C=C(C(C2=C(C(=C(C(=C12)F)F)F)N)=O)C(=O)O (1-cyclopropyl-5-amino-6,7,8-trifluoro-1,4-dihydro-4-oxoquinoline-3-carboxylic acid), C1NCC2=CC=CC=C12 (isoindoline), C1CCC2=NCCCN2CC1 (DBU), CN(C)C=O (DMF). Solvent: C(C)(=O)O (acetic acid), C(Cl)(Cl)Cl (chloroform). The product is C1N(CC2=CC=CC=C12)C1=C(C(=C2C(C(=CN(C2=C1F)C1CC1)C(=O)O)=O)N)F (7-(2-isoindolinyl)-1-cyclopropyl-5-amino-6,8-difluoro-1,4-dihydro-4-oxoquinoline-3-carboxylic acid). Yield: 54.0%. As a reaction SMILES: [CH:1]1([N:4]2[C:13]3[C:8](=[C:9]([NH2:17])[C:10]([F:16])=[C:11](F)[C:12]=3[F:14])[C:7](=[O:18])[C:6]([C:19]([OH:21])=[O:20])=[CH:5]2)[CH2:3][CH2:2]1.[CH2:22]1[C:30]2[C:25](=[CH:26][CH:27]=[CH:28][CH:29]=2)[CH2:24][NH:23]1.C1CCN2C(=NCCC2)CC1.CN(C=O)C>C(O)(=O)C.C(Cl)(Cl)Cl>[CH2:22]1[C:30]2[C:25](=[CH:26][CH:27]=[CH:28][CH:29]=2)[CH2:24][N:23]1[C:11]1[C:12]([F:14])=[C:13]2[C:8]([C:7](=[O:18])[C:6]([C:19]([OH:21])=[O:20])=[CH:5][N:4]2[CH:1]2[CH2:3][CH2:2]2)=[C:9]([NH2:17])[C:10]=1[F:16]. Procedure: A mixture of 200 mg of 1-cyclopropyl-5-amino-6,7,8-trifluoro-1,4-dihydro-4-oxoquinoline-3-carboxylic acid, 87 mg of isoindoline, 200 mg of DBU, and 1.5 ml of anhydrous DMF was heated at 110°-115° C. for 20 minutes while stirring. After cooling, 30 ml of chloroform and 10 ml of 5% acetic acid were added to the resulting reaction mixture. The mixture was thoroughly stirred and the organic layer was separated. The water layer was extracted once more with 20 ml of chloroform. The extract, mixed with... Reactants: C=C(C)OC(=O)Cl, CCOC(C)=O, [Na+], O=C([O-])O, Cc1ccc(N)c(-c2ccccc2)c1. Product: C=C(C)OC(=O)Nc1ccc(C)cc1-c1ccccc1. RXN SMILES: [C:15]([O:16][C:17](=[CH2:18])[CH3:19])(=[O:20])[Cl:21].[CH3:22][CH2:23][O:24][C:25]([CH3:26])=[O:27].[Na+:32].[O-:28][C:29]([OH:30])=[O:31].[c:1]1(-[c:7]2[c:8]([NH2:14])[cH:9][cH:10][c:11]([CH3:13])[cH:12]2)[cH:2][cH:3][cH:4][cH:5][cH:6]1>>[c:1]1(-[c:7]2[c:8]([NH:14][C:15]([O:16][C:17](=[CH2:18])[CH3:19])=[O:20])[cH:9][cH:10][c:11]([CH3:13])[cH:12]2)[cH:2][cH:3][cH:4][cH:5][cH:6]1. Starting materials: ClC=1C=C2C(=C(N(C(C2=CC1)=O)CC1=CC=C(C=C1)S(=O)(=O)C)C=O)C1=CC=CC=C1 (6-chloro-2-(4-methanesulfonylbenzyl)-1-oxo-4-phenyl-1,2-dihydroisoquinoline-3-carbaldehyde), C(C)(C)OC(C)C (diisopropyl ether). Yields the product ClC=1C=C2C(=C(N(C(C2=CC1)=O)CC1=CC=C(C=C1)S(=O)(=O)C)C(C)O)C1=CC=CC=C1 (6-chloro-3-(1-hydroxyethyl)-2-(4-methanesulfonylbenzyl)-4-phenyl-2H-isoquinolin-1-one). As a reaction SMILES: [Cl:1][C:2]1[CH:3]=[C:4]2[C:9](=[CH:10][CH:11]=1)[C:8](=[O:12])[N:7]([CH2:13][C:14]1[CH:19]=[CH:18][C:17]([S:20]([CH3:23])(=[O:22])=[O:21])=[CH:16][CH:15]=1)[C:6]([CH:24]=[O:25])=[C:5]2[C:26]1[CH:31]=[CH:30][CH:29]=[CH:28][CH:27]=1.[CH:32](OC(C)C)(C)C>>[Cl:1][C:2]1[CH:3]=[C:4]2[C:9](=[CH:10][CH:11]=1)[C:8](=[O:12])[N:7]([CH2:13][C:14]1[CH:15]=[CH:16][C:17]([S:20]([CH3:23])(=[O:21])=[O:22])=[CH:18][CH:19]=1)[C:6]([CH:24]([OH:25])[CH3:32])=[C:5]2[C:26]1[CH:27]=[CH:28][CH:29]=[CH:30][CH:31]=1. Reported procedure: In the same manner as in Example 312, the title compound was synthesized using 6-chloro-2-(4-methanesulfonylbenzyl)-1-oxo-4-phenyl-1,2-dihydroisoquinoline-3-carbaldehyde. Crystals (diisopropyl ether).